From a dataset of the Open Reaction Database (ORD), a public repository of structured organic reaction records. describe an organic reaction: reactants, conditions, products, and yield The reactants are CCN(C(C)C)C(C)C, ClCCl, FC(F)(F)c1ccc(C2NCCc3ccccc32)cc1, O=C=NC1CCCCC1. The product is O=C(NC1CCCCC1)N1CCc2ccccc2C1c1ccc(C(F)(F)F)cc1. Reaction SMILES: [CH:21]([N:22]([CH2:23][CH3:24])[CH:25]([CH3:26])[CH3:27])([CH3:28])[CH3:29].[Cl:39][CH2:40][Cl:41].[F:1][C:2]([c:3]1[cH:4][cH:5][c:6]([CH:9]2[NH:10][CH2:11][CH2:12][c:13]3[cH:14][cH:15][cH:16][cH:17][c:18]32)[cH:7][cH:8]1)([F:19])[F:20].[O:30]=[C:31]=[N:32][CH:33]1[CH2:34][CH2:35][CH2:36][CH2:37][CH2:38]1>>[F:1][C:2]([c:3]1[cH:4][cH:5][c:6]([CH:9]2[N:10]([C:31](=[O:30])[NH:32][CH:33]3[CH2:34][CH2:35][CH2:36][CH2:37][CH2:38]3)[CH2:11][CH2:12][c:13]3[cH:14][cH:15][cH:16][cH:17][c:18]32)[cH:7][cH:8]1)([F:19])[F:20].